From a dataset of the Open Reaction Database (ORD), a public repository of structured organic reaction records. describe an organic reaction: reactants, conditions, products, and yield Reactants: COC(OC)c1cc(Oc2cccc(N)c2)ccc1[N+](=O)[O-], CC(C)OC(C)C, ClCCl, O=C(Cl)OCc1ccccc1. Yields the product COC(OC)c1cc(Oc2cccc(NC(=O)OCc3ccccc3)c2)ccc1[N+](=O)[O-]. RXN SMILES: [CH3:1][O:2][CH:3]([c:4]1[cH:5][c:6]([O:7][c:8]2[cH:9][c:10]([NH2:14])[cH:11][cH:12][cH:13]2)[cH:15][cH:16][c:17]1[N+:18](=[O:19])[O-:20])[O:21][CH3:22].[CH:23]([O:24][CH:25]([CH3:26])[CH3:27])([CH3:28])[CH3:29].[Cl:41][CH2:42][Cl:43].[c:30]1([CH2:36][O:37][C:38](=[O:39])[Cl:40])[cH:31][cH:32][cH:33][cH:34][cH:35]1>>[CH3:1][O:2][CH:3]([c:4]1[cH:5][c:6]([O:7][c:8]2[cH:9][c:10]([NH:14][C:38]([O:37][CH2:36][c:30]3[cH:31][cH:32][cH:33][cH:34][cH:35]3)=[O:39])[cH:11][cH:12][cH:13]2)[cH:15][cH:16][c:17]1[N+:18](=[O:19])[O-:20])[O:21][CH3:22]. Reported procedure: To a refluxing 100 ml of propanol were simultaneously added, over a period of 20 minutes, in small portions 5 g of sodium and a solution of 5 g of holamine in 5 ml of propanol while continuing reflux. After 1 hour and 25 minutes, the temperature was returned to ambient, the mixture chilled and acidified with acetic acid to pH 6. The pH raised to pH 8 with potassium carbonate and the mixture was diluted with 500 ml of water, partially evaporated, 300 ml of water were added and the mixture was all... Yield: 59.6%. Solvent: C(CC)O (propanol), C(CC)O (propanol), O (water). Run at time 1 hour. Product: N[C@H]1CC2=CC[C@H]3[C@@H]4CC[C@H](C(C)O)[C@]4(CC[C@@H]3[C@]2(CC1)C)C (3α-amino pregn-5-ene- 20-ol). The reactants are [Na] (sodium), CC(=O)[C@H]1CC[C@@H]2[C@@]1(CC[C@H]3[C@H]2CC=C4[C@@]3(CC[C@H](C4)N)C)C (holamine), C([O-])([O-])=O.[K+].[K+] (potassium carbonate), C(C)(=O)O (acetic acid). Reaction SMILES: [Na].[CH3:2][C:3]([C@@H:5]1[C@@:9]2([CH3:24])[CH2:10][CH2:11][C@@H:12]3[C@@:17]4([CH3:23])[CH2:18][CH2:19][C@@H:20]([NH2:22])[CH2:21][C:16]4=[CH:15][CH2:14][C@H:13]3[C@@H:8]2[CH2:7][CH2:6]1)=[O:4].C(O)(=O)C.C(=O)([O-])[O-].[K+].[K+]>C(O)CC.O>[NH2:22][C@@H:20]1[CH2:19][CH2:18][C@@:17]2([CH3:23])[C:16](=[CH:15][CH2:14][C@@H:13]3[C@@H:12]2[CH2:11][CH2:10][C@@:9]2([CH3:24])[C@H:8]3[CH2:7][CH2:6][C@@H:5]2[CH:3]([OH:4])[CH3:2])[CH2:21]1 |f:3.4.5,^1:0|. The product is CC(O)C(=O)N1CCN(Cc2cc3c(N4CCOCC4)nc(-c4ccc(N)nc4)nc3s2)CC1. Reaction SMILES: [CH3:29][C:30]1([CH3:31])[C:32]([CH3:33])([CH3:34])[O:35][B:36]([c:37]2[cH:38][cH:39][c:40]([NH2:43])[n:41][cH:42]2)[O:44]1.[Cl:1][c:2]1[n:3][c:4]([N:23]2[CH2:24][CH2:25][O:26][CH2:27][CH2:28]2)[c:5]2[c:6]([n:7]1)[s:8][c:9]([CH2:11][N:12]1[CH2:13][CH2:14][N:15]([C:18]([CH:19]([CH3:20])[OH:21])=[O:22])[CH2:16][CH2:17]1)[cH:10]2>>[c:2]1(-[c:37]2[cH:38][cH:39][c:40]([NH2:43])[n:41][cH:42]2)[n:3][c:4]([N:23]2[CH2:24][CH2:25][O:26][CH2:27][CH2:28]2)[c:5]2[c:6]([n:7]1)[s:8][c:9]([CH2:11][N:12]1[CH2:13][CH2:14][N:15]([C:18]([CH:19]([CH3:20])[OH:21])=[O:22])[CH2:16][CH2:17]1)[cH:10]2. Starting materials: CC1(C)OB(c2ccc(N)nc2)OC1(C)C, CC(O)C(=O)N1CCN(Cc2cc3c(N4CCOCC4)nc(Cl)nc3s2)CC1.